The task is: describe an organic reaction: reactants, conditions, products, and yield. This data is from the Open Reaction Database (ORD), a public repository of structured organic reaction records. Reactants: Brc1ccc2c(c1)CCCN2C1CCC2(CC1)OCCO2, CC(C)=O, Cl. The product is O=C1CCC(N2CCCc3cc(Br)ccc32)CC1. RXN SMILES: [Br:1][c:2]1[cH:3][c:4]2[c:9]([cH:10][cH:11]1)[N:8]([CH:12]1[CH2:13][CH2:14][C:15]3([O:16][CH2:19][CH2:18][O:17]3)[CH2:20][CH2:21]1)[CH2:7][CH2:6][CH2:5]2.[CH3:23][C:24](=[O:25])[CH3:26].[ClH:22]>>[Br:1][c:2]1[cH:3][c:4]2[c:9]([cH:10][cH:11]1)[N:8]([CH:12]1[CH2:13][CH2:14][C:15](=[O:16])[CH2:20][CH2:21]1)[CH2:7][CH2:6][CH2:5]2. The reactants are O=C(O)CCCCCBr, CN(C)c1ccncc1, C(=NC1CCCCC1)=NC1CCCCC1, ClCCl, OCc1ccccc1. Yields the product O=C(CCCCCBr)OCc1ccccc1. RXN SMILES: [Br:1][CH2:2][CH2:3][CH2:4][CH2:5][CH2:6][C:7](=[O:8])[OH:9].[CH3:33][N:34]([CH3:35])[c:36]1[cH:37][cH:38][n:39][cH:40][cH:41]1.[CH:18]1([N:19]=[C:20]=[N:21][CH:22]2[CH2:23][CH2:24][CH2:25][CH2:26][CH2:27]2)[CH2:28][CH2:29][CH2:30][CH2:31][CH2:32]1.[Cl:42][CH2:43][Cl:44].[OH:10][CH2:11][c:12]1[cH:13][cH:14][cH:15][cH:16][cH:17]1>>[Br:1][CH2:2][CH2:3][CH2:4][CH2:5][CH2:6][C:7]([O:8][CH2:11][c:12]1[cH:13][cH:14][cH:15][cH:16][cH:17]1)=[O:9]. Reactants: O=C([O-])[O-], CS(=O)(=O)OCc1cccnc1Br, CCO, [K+], [K+], O, c1c[nH]cn1. Yields the product Brc1ncccc1Cn1ccnc1. RXN SMILES: [C:14](=[O:15])([O-:16])[O-:17].[CH3:1][S:2]([O:3][CH2:6][c:7]1[c:8]([Br:13])[n:9][cH:10][cH:11][cH:12]1)(=[O:4])=[O:5].[CH3:26][CH2:27][OH:28].[K+:18].[K+:19].[OH2:25].[nH:20]1[cH:21][n:22][cH:23][cH:24]1>>[CH2:6]([c:7]1[c:8]([Br:13])[n:9][cH:10][cH:11][cH:12]1)[n:20]1[cH:21][n:22][cH:23][cH:24]1. Starting materials: BrC1=CC=C2CCC3(CCC(CC3)OC)C3(N=C(C(=N3)N)C)C2=C1 (7′-Bromo-4-methoxy-5″-methyl-3′,4′-dihydrodispiro[cyclohexane-1,2′-naphthalene-1′,2″-imidazol]-4″-amine), COC=1C=C(C#N)C=C(C1)B1OC(C(O1)(C)C)(C)C (3-methoxy-5-(4,4,5,5-tetramethyl-1,3,2-dioxaborolan-2-yl)benzonitrile), CC(C)(C)[PH+](CCCS(=O)(=O)[O-])C(C)(C)C (3-(di-tert-butylphosphonium)propane sulfonate), CC1OCCC1 (2-methyltetrahydrofuran), C([O-])([O-])=O.[K+].[K+] (potassium carbonate), 2-Me THF. The reagents and catalysts are [Pd] (Pd), [Na+].[Na+].Cl[Pd+2](Cl)(Cl)Cl (sodium tetrachloropalladate(II)). Run in O (water), O (Water). Conditions: temperature 130 celsius. The product is NC1=NC2(N=C1C)C1(CCC3=CC=C(C=C32)C=3C=C(C#N)C=C(C3)OC)CCC(CC1)OC (3-[4″-Amino-4-methoxy-5″-methyl-3′,4′-dihydrodispiro[cyclohexane-1,2′-naphthalene-1′,2″-imidazol]-7′-yl]-5-methoxybenzonitrile). RXN SMILES: Br[C:2]1[CH:24]=[C:23]2[C:5]([CH2:6][CH2:7][C:8]3([C:16]42[N:20]=[C:19]([NH2:21])[C:18]([CH3:22])=[N:17]4)[CH2:13][CH2:12][CH:11]([O:14][CH3:15])[CH2:10][CH2:9]3)=[CH:4][CH:3]=1.[CH3:25][O:26][C:27]1[CH:28]=[C:29]([CH:32]=[C:33](B2OC(C)(C)C(C)(C)O2)[CH:34]=1)[C:30]#[N:31].CC([PH+](C(C)(C)C)CCCS([O-])(=O)=O)(C)C.CC1CCCO1.C(=O)([O-])[O-].[K+].[K+]>[Na+].[Na+].Cl[Pd+2](Cl)(Cl)Cl.[Pd].O>[NH2:21][C:19]1[C:18]([CH3:22])=[N:17][C:16]2([C:23]3[C:5](=[CH:4][CH:3]=[C:2]([C:33]4[CH:32]=[C:29]([CH:28]=[C:27]([O:26][CH3:25])[CH:34]=4)[C:30]#[N:31])[CH:24]=3)[CH2:6][CH2:7][C:8]32[CH2:9][CH2:10][CH:11]([O:14][CH3:15])[CH2:12][CH2:13]3)[N:20]=1 |f:4.5.6,7.8.9|. Reported procedure: 7′-Bromo-4-methoxy-5″-methyl-3′,4′-dihydrodispiro[cyclohexane-1,2′-naphthalene-1′,2″-imidazol]-4″-amine (Example 5, 0.184 g, 0.47 mmol), 3-methoxy-5-(4,4,5,5-tetramethyl-1,3,2-dioxaborolan-2-yl)benzonitrile (0.122 g, 0.47 mmol), 3-(di-tert-butylphosphonium)propane sulfonate (0.013 g, 0.05 mmol), sodium tetrachloropalladate(II) (6.95 mg, 0.02 mmol), 2-methyltetrahydrofuran (3 mL) and potassium carbonate (2.0 M, 0.708 mL, 1.42 mmol) were added to a microwave vial. The vial was sealed and heated wi... Starting materials: BrCC=1SC2=C(N1)C(=CS2)Cl (2-(Bromomethyl)-6-chlorothieno[3,2-d]thiazole), C1(=CC=CC=C1)P(C1=CC=CC=C1)C1=CC=CC=C1 (triphenylphosphine). The solvent is C(C)#N (acetonitrile). The product is [Br-].ClC1=CSC2=C1N=C(S2)C[P+](C2=CC=CC=C2)(C2=CC=CC=C2)C2=CC=CC=C2 (((6-chlorothieno(3.2-d]thiazol-2-yl)methyl)triphenylphosphonium bromide). Isolated yield 68.5%. Reaction SMILES: [Br:1][CH2:2][C:3]1[S:4][C:5]2[S:10][CH:9]=[C:8]([Cl:11])[C:6]=2[N:7]=1.[C:12]1([P:18]([C:25]2[CH:30]=[CH:29][CH:28]=[CH:27][CH:26]=2)[C:19]2[CH:24]=[CH:23][CH:22]=[CH:21][CH:20]=2)[CH:17]=[CH:16][CH:15]=[CH:14][CH:13]=1>C(#N)C>[Br-:1].[Cl:11][C:8]1[C:6]2[N:7]=[C:3]([CH2:2][P+:18]([C:19]3[CH:20]=[CH:21][CH:22]=[CH:23][CH:24]=3)([C:25]3[CH:30]=[CH:29][CH:28]=[CH:27][CH:26]=3)[C:12]3[CH:13]=[CH:14][CH:15]=[CH:16][CH:17]=3)[S:4][C:5]=2[S:10][CH:9]=1 |f:3.4|. Procedure details: A solution of 300 mg (1.1 mmol) of 2-(bromomethyl)-6-chlorothieno[3.2-d1]thiazole (from Step 3) and 650 mg (2.4 mmol) of triphenylphosphine in 5 ml of acetonitrile was stirred at r.t. for 4 h. The product was precipitated from the solution with Et2O, filtered and swished with Et2O to give 400 mg (70%) of the title product. 1H NMR (DMSO-d6) 7.95-7.73(m, 16H), 5.91(d, J=14 Hz, 2H).